This data is from the Open Reaction Database (ORD), a public repository of structured organic reaction records. The task is: describe an organic reaction: reactants, conditions, products, and yield The product is CN(C1CC1)S(=O)(=O)c1ccccc1[N+](=O)[O-]. Reactants: O=C([O-])[O-], CI, CN(C)C=O, O=[N+]([O-])c1ccccc1S(=O)(=O)NC1CC1, [K+], [K+]. RXN SMILES: [C:17](=[O:18])([O-:19])[O-:20].[CH3:23][I:24].[CH3:25][N:26]([CH3:27])[CH:28]=[O:29].[CH:1]1([NH:4][S:5](=[O:6])(=[O:7])[c:8]2[c:9]([N+:14](=[O:15])[O-:16])[cH:10][cH:11][cH:12][cH:13]2)[CH2:2][CH2:3]1.[K+:21].[K+:22]>>[CH:1]1([N:4]([S:5](=[O:6])(=[O:7])[c:8]2[c:9]([N+:14](=[O:15])[O-:16])[cH:10][cH:11][cH:12][cH:13]2)[CH3:17])[CH2:2][CH2:3]1. Starting materials: ClC=1C=C(C=CC1F)C(=O)C1=C2C(=C(N=C1)CO)OC(OC2)(C)C ((3-Chloro-4-fluorophenyl)(8-(hydroxymethyl)-2,2-dimethyl-4H-[1,3]dioxino[4, 5-c]pyridin-5-yl)methanone). The reagents and catalysts are O=[Mn]=O (MnO2). Solvent: C(Cl)(Cl)Cl (CHCl3). Product: ClC=1C=C(C(=O)C2=C3C(=C(N=C2)C=O)OC(OC3)(C)C)C=CC1F (5-(3-Chloro-4-fluorobenzoyl)-2,2-dimethyl-4H-[1,3]dioxino[4, 5-c]pyridine-8-carbaldehyde). RXN SMILES: [Cl:1][C:2]1[CH:3]=[C:4]([C:9]([C:11]2[CH:16]=[N:15][C:14]([CH2:17][OH:18])=[C:13]3[O:19][C:20]([CH3:24])([CH3:23])[O:21][CH2:22][C:12]=23)=[O:10])[CH:5]=[CH:6][C:7]=1[F:8]>O=[Mn]=O.C(Cl)(Cl)Cl>[Cl:1][C:2]1[CH:3]=[C:4]([CH:5]=[CH:6][C:7]=1[F:8])[C:9]([C:11]1[CH:16]=[N:15][C:14]([CH:17]=[O:18])=[C:13]2[O:19][C:20]([CH3:24])([CH3:23])[O:21][CH2:22][C:12]=12)=[O:10]. Procedure details: (4-fluorophenyl)(8-(hydroxymethyl)-2,2-dimethyl-4H-[1,3]dioxino[4,5-c]pyridin-5-yl)methanone (total yield from step 1d) was added to 200 mL of CHCl3 and 15 g MnO2. The resulting suspension was refluxed for 4 h to completion. MnO2 was then removed by filtration through Celite and washed 2× with CHCl3. Evaporation of the solvent gave 5 g of crude product which was used without further purification. RXN SMILES: [NH:1]1[C:5]2[CH:6]=[CH:7][C:8]([C:10]([N:12]3[CH2:17][CH2:16][CH2:15][C@@H:14]4[C:18]5[CH:19]=[C:20]([OH:28])[C:21]([N+:25]([O-])=O)=[CH:22][C:23]=5[CH2:24][C@H:13]34)=[O:11])=[CH:9][C:4]=2[N:3]=[CH:2]1>[Pd].CO>[NH2:25][C:21]1[C:20]([OH:28])=[CH:19][C:18]2[C@@H:14]3[C@@H:13]([N:12]([C:10]([C:8]4[CH:7]=[CH:6][C:5]5[NH:1][CH:2]=[N:3][C:4]=5[CH:9]=4)=[O:11])[CH2:17][CH2:16][CH2:15]3)[CH2:24][C:23]=2[CH:22]=1. Procedure: A mixture of (1H-benzoimidazol-5-yl)-(cis-6-hydroxy-7-nitro-2,3,4,4a,9,9a-hexahydro-indeno[2,1-b]pyridin-1-yl)-methanone (0.56 g), 10% palladium on carbon (50 mg), and methanol (10 mL) is shaken under hydrogen atmosphere (1 bar) at room temperature for 3 h. The catalyst is separated by filtration and the filtrate is concentrated. The residue is chromatographed (dichloromethane/methanol 7:3) to give the title compound. Yield: 0.32 g (63% of theory); LC (method 1): tR=0.65 min; Mass spectrum (ESI+... The reagents and catalysts are [Pd] (palladium on carbon). The solvent is CO (methanol). Reactants: N1C=NC2=C1C=CC(=C2)C(=O)N2[C@@H]1[C@H](CCC2)C=2C=C(C(=CC2C1)[N+](=O)[O-])O ((1H-benzoimidazol-5-yl)-(cis-6-hydroxy-7-nitro-2,3,4,4a,9,9a-hexahydro-indeno[2,1-b]pyridin-1-yl)-methanone). Conditions: time 3 hour. Product: NC1=CC=2C[C@@H]3N(CCC[C@@H]3C2C=C1O)C(=O)C1=CC2=C(NC=N2)C=C1 ((cis-7-Amino-6-hydroxy-2,3,4,4a,9,9a-hexahydro-indeno[2,1-b]pyridin-1-yl)-(1H-benzoimidazol-5-yl)-methanone). RXN SMILES: [CH3:28][OH:29].[ClH:1].[F:2][c:3]1[c:4](-[c:22]2[cH:23][cH:24][cH:25][cH:26][cH:27]2)[cH:5][c:6]2[c:7]([NH2:21])[n:8][n:9]([CH2:13][O:14][CH2:15][CH2:16][Si:17]([CH3:18])([CH3:19])[CH3:20])[c:10]2[c:11]1[F:12]>>[F:2][c:3]1[c:4](-[c:22]2[cH:23][cH:24][cH:25][cH:26][cH:27]2)[cH:5][c:6]2[c:7]([NH2:21])[n:8][nH:9][c:10]2[c:11]1[F:12]. Reactants: CO, Cl, C[Si](C)(C)CCOCn1nc(N)c2cc(-c3ccccc3)c(F)c(F)c21. Product: Nc1n[nH]c2c(F)c(F)c(-c3ccccc3)cc12. The reactants are C([O-])(O)=O.[Na+] (sodium bicarbonate), Cl.COC([C@@H](NCC1=CC=C(C=C1)C1=C(C=CC=C1)C#N)C(C)C)=O (N-[(2′-cyanobiphenyl-4-yl)methyl]-(L)-valine methyl ester hydrochloride), C(CCCC)(=O)Cl (valeryl chloride). The solvent is C1(=CC=CC=C1)C (toluene), O (water), O (water). Conditions: temperature 28 celsius, time 25 minute. The product is COC([C@@H](N(C(CCCC)=O)CC1=CC=C(C=C1)C1=C(C=CC=C1)C#N)C(C)C)=O (N-[(2′-CYANOBIPHENYL-4-YL)-METHYL]-N-VALERYL-(L)-VALINE Methyl Ester). Isolated yield 107.7%. As a reaction SMILES: Cl.[CH3:2][O:3][C:4](=[O:25])[C@H:5]([CH:22]([CH3:24])[CH3:23])[NH:6][CH2:7][C:8]1[CH:13]=[CH:12][C:11]([C:14]2[CH:19]=[CH:18][CH:17]=[CH:16][C:15]=2[C:20]#[N:21])=[CH:10][CH:9]=1.C(=O)(O)[O-].[Na+].[C:31](Cl)(=[O:36])[CH2:32][CH2:33][CH2:34][CH3:35]>O.C1(C)C=CC=CC=1>[CH3:2][O:3][C:4](=[O:25])[C@H:5]([CH:22]([CH3:23])[CH3:24])[N:6]([CH2:7][C:8]1[CH:13]=[CH:12][C:11]([C:14]2[CH:19]=[CH:18][CH:17]=[CH:16][C:15]=2[C:20]#[N:21])=[CH:10][CH:9]=1)[C:31](=[O:36])[CH2:32][CH2:33][CH2:34][CH3:35] |f:0.1,2.3|. Procedure details: 150 g N-[(2′-cyanobiphenyl-4-yl)methyl]-(L)-valine methyl ester hydrochloride was charged into a round bottomed flask containing a mixture of sodium bicarbonate (158.1 g), water (450 ml) and toluene (900 ml). The contents were stirred at 28° C. for 25 minutes and then cooled to 0° C. 110.9 g of valeryl chloride was added slowly to the reaction mass at 0-20° C. over about 55 minutes. The reaction mass was stirred at about 2-4° C. for about 2 hours. Reaction completion was confirmed by thin layer ... The reactants are Br, CC(=O)O, CC(C)n1nc(-c2nc(C#N)c(N)nc2-c2ccccc2Br)ccc1=O, C1COCCO1. Yields the product CC(C)n1nc(-c2nc(C(N)=O)c(N)nc2-c2ccccc2Br)ccc1=O. RXN SMILES: [BrH:33].[C:34]([OH:35])(=[O:36])[CH3:37].[NH2:1][c:2]1[c:3]([C:25]#[N:26])[n:4][c:5](-[c:15]2[n:16][n:17]([CH:22]([CH3:23])[CH3:24])[c:18](=[O:21])[cH:19][cH:20]2)[c:6](-[c:8]2[c:9]([Br:14])[cH:10][cH:11][cH:12][cH:13]2)[n:7]1.[O:27]1[CH2:28][CH2:29][O:30][CH2:31][CH2:32]1>>[NH2:1][c:2]1[c:3]([C:25]([NH2:26])=[O:27])[n:4][c:5](-[c:15]2[n:16][n:17]([CH:22]([CH3:23])[CH3:24])[c:18](=[O:21])[cH:19][cH:20]2)[c:6](-[c:8]2[c:9]([Br:14])[cH:10][cH:11][cH:12][cH:13]2)[n:7]1. The reactants are C(N)(=S)S (carbamodithioic acid), Cl.Cl.CNCC1=C(C=CC=C1)C(N)C1=CC=CC=C1 (2-[(methylamino)methyl]-α-phenylbenzenemethanamine dihydrochoride), C(C)(=O)[O-].[K+] (potassium acetate), C(=S)=S (carbon disulfide), [Cl-].[K+] (potassium chloride). Run in C(C)(C)O (isopropyl alcohol), C(C)(C)O (isopropyl alcohol). Yields the product CN1CC2=C(C(NC1=S)C1=CC=CC=C1)C=CC=C2 (1,2,4,5-Tetrahydro-4-methyl-1-phenyl-3H-2,4-benzodiazepin-3-thione). The yield is 14.9%. As a reaction SMILES: Cl.Cl.[CH3:3][NH:4][CH2:5][C:6]1[CH:11]=[CH:10][CH:9]=[CH:8][C:7]=1[CH:12]([C:14]1[CH:19]=[CH:18][CH:17]=[CH:16][CH:15]=1)[NH2:13].C([O-])(=O)C.[K+].[C:25](=S)=[S:26].C(S)(=S)N.[Cl-].[K+]>C(O)(C)C>[CH3:3][N:4]1[C:25](=[S:26])[NH:13][CH:12]([C:14]2[CH:19]=[CH:18][CH:17]=[CH:16][CH:15]=2)[C:7]2[CH:8]=[CH:9][CH:10]=[CH:11][C:6]=2[CH2:5]1 |f:0.1.2,3.4,7.8|. Reported procedure: To a suspension of 15 g (50 mmol) of 2-[(methylamino)methyl]-α-phenylbenzenemethanamine dihydrochoride in 100 mL of isopropyl alcohol was added 10 g (100 mmol) of potassium acetate followed by 3.3 mL (55 mmol) of carbon disulfide in 35 mL of isopropyl alcohol. The suspension was stirred at room temperature for one and one-half hours and then refluxed for 30 minutes. The reaction was chilled in ice and the internal salt of the carbamodithioic acid, contaminated with two equivalents of of potassiu...